From a dataset of the Open Reaction Database (ORD), a public repository of structured organic reaction records. describe an organic reaction: reactants, conditions, products, and yield The reactants are CCCCC, CCOC=O, N#CCC1CCCC1, C1CCOC1. Yields the product N#CC(C=O)C1CCCC1. RXN SMILES: [CH3:9][CH2:10][CH2:11][CH2:12][CH3:13].[CH:14](=[O:15])[O:16][CH2:17][CH3:18].[CH:1]1([CH2:6][C:7]#[N:8])[CH2:2][CH2:3][CH2:4][CH2:5]1.[O:19]1[CH2:20][CH2:21][CH2:22][CH2:23]1>>[CH:1]1([CH:6]([C:7]#[N:8])[CH:14]=[O:15])[CH2:2][CH2:3][CH2:4][CH2:5]1. Isolated yield 97.1%. Conditions: temperature 60 celsius. Yields the product CSC1=CC=C(OC2=C(C#N)C=C(C=C2)[N+](=O)[O-])C=C1 (2-(4-(Methylthio)phenoxy)-5-nitrobenzonitrile). Procedure: To a solution of 11.55 g (0.0824 moles) of 4-(methylthio)phenol dissolved in 150 ml of DMSO was added 3.3 g (0.0824 moles) of NaOH. The slurry was heated to 60° C. and 13.7 g (0.0730 moles) of 2-chloro-5-nitrobenzonitrile was added and the mixture heated at 75° C. for 21/2 hrs. The mixture was cooled and poured into a solution of 200 ml of 5 N aqueous NaOH and 500 ml of water. The product was collected by filtration, washed well with water and dried, to obtain 20.3 g of product (94.6% yield). Re... Reaction SMILES: [CH3:1][S:2][C:3]1[CH:8]=[CH:7][C:6]([OH:9])=[CH:5][CH:4]=1.[OH-].[Na+].Cl[C:13]1[CH:20]=[CH:19][C:18]([N+:21]([O-:23])=[O:22])=[CH:17][C:14]=1[C:15]#[N:16].O>CS(C)=O>[CH3:1][S:2][C:3]1[CH:8]=[CH:7][C:6]([O:9][C:13]2[CH:20]=[CH:19][C:18]([N+:21]([O-:23])=[O:22])=[CH:17][C:14]=2[C:15]#[N:16])=[CH:5][CH:4]=1 |f:1.2|. The solvent is CS(=O)C (DMSO). Starting materials: CSC1=CC=C(C=C1)O (4-(methylthio)phenol), [OH-].[Na+] (NaOH), ClC1=C(C#N)C=C(C=C1)[N+](=O)[O-] (2-chloro-5-nitrobenzonitrile), [OH-].[Na+] (NaOH), O (water).